From a dataset of the Open Reaction Database (ORD), a public repository of structured organic reaction records. describe an organic reaction: reactants, conditions, products, and yield Starting materials: Cc1ccsc1CN1CCC2(CCNC2)CC1, CN(C)S(=O)(=O)n1ccnc1CC(Cc1nccn1S(=O)(=O)N(C)C)C(=O)N1CCC(C=O)CC1. Product: Cc1ccsc1CN1CCC2(CC1)CCN(CC1CCN(C(=O)C(Cc3nccn3S(=O)(=O)N(C)C)Cc3nccn3S(=O)(=O)N(C)C)CC1)C2. As a reaction SMILES: [CH3:36][c:37]1[c:38]([CH2:42][N:43]2[CH2:44][CH2:45][C:46]3([CH2:47][CH2:48][NH:49][CH2:50]3)[CH2:51][CH2:52]2)[s:39][cH:40][cH:41]1.[CH:1](=[O:2])[CH:3]1[CH2:4][CH2:5][N:6]([C:9](=[O:10])[CH:11]([CH2:12][c:13]2[n:14]([S:18](=[O:19])(=[O:20])[N:21]([CH3:22])[CH3:23])[cH:15][cH:16][n:17]2)[CH2:24][c:25]2[n:26]([S:30](=[O:31])(=[O:32])[N:33]([CH3:34])[CH3:35])[cH:27][cH:28][n:29]2)[CH2:7][CH2:8]1>>[CH2:1]([CH:3]1[CH2:4][CH2:5][N:6]([C:9](=[O:10])[CH:11]([CH2:12][c:13]2[n:14]([S:18](=[O:19])(=[O:20])[N:21]([CH3:22])[CH3:23])[cH:15][cH:16][n:17]2)[CH2:24][c:25]2[n:26]([S:30](=[O:31])(=[O:32])[N:33]([CH3:34])[CH3:35])[cH:27][cH:28][n:29]2)[CH2:7][CH2:8]1)[N:49]1[CH2:48][CH2:47][C:46]2([CH2:45][CH2:44][N:43]([CH2:42][c:38]3[c:37]([CH3:36])[cH:41][cH:40][s:39]3)[CH2:52][CH2:51]2)[CH2:50]1. The reactants are COC(=O)c1ccc2cc(Br)ccc2c1, O=C([O-])O, CC(C)C[Al+]CC(C)C, C1CCOC1, [H-], [Na+]. Yields the product OCc1ccc2cc(Br)ccc2c1. Reaction SMILES: [Br:1][c:2]1[cH:3][c:4]2[cH:5][cH:6][c:7]([C:12](=[O:13])[O:14][CH3:15])[cH:8][c:9]2[cH:10][cH:11]1.[C:26](=[O:27])([OH:28])[O-:29].[CH2:17]([Al+:18][CH2:19][CH:20]([CH3:21])[CH3:22])[CH:23]([CH3:24])[CH3:25].[CH2:31]1[O:32][CH2:33][CH2:34][CH2:35]1.[H-:16].[Na+:30]>>[Br:1][c:2]1[cH:3][c:4]2[cH:5][cH:6][c:7]([CH2:12][OH:13])[cH:8][c:9]2[cH:10][cH:11]1. The reactants are S1C2=C(C=C1)C(C=CC=C2)=O (4H-cyclohepta[b]thiophen-4-one), S1C2=C(C=C1)C(CCCC2)NC=O (N-(5,6,7,8-tetrahydro-4H-cyclohepta[b]thien-4-yl)formamide), Cl (hydrochloric acid). Yields the product Cl.S1C2=C(C=C1)C(CCCC2)N (5,6,7,8-tetrahydro-4H-cyclohepta[b]thiophen-4-amine hydrochloride). As a reaction SMILES: S1C=CC2C(=O)C=CC=CC1=2.[S:12]1[CH:16]=[CH:15][C:14]2[CH:17]([NH:22]C=O)[CH2:18][CH2:19][CH2:20][CH2:21][C:13]1=2.[ClH:25]>>[ClH:25].[S:12]1[CH:16]=[CH:15][C:14]2[CH:17]([NH2:22])[CH2:18][CH2:19][CH2:20][CH2:21][C:13]1=2 |f:3.4|. Reported procedure: 5,6,7,8-Tetrahydro=4H-cyclohepta[b]thiophen-4-one is converted to N-(5,6,7,8-tetrahydro-4H-cyclohepta[b]thien-4-yl)formamide, m.p. 164°-166° C., by the method of Xloetzel et al., Journal of Organic Chemistry 18, 1511 (1953). Hydrolysis of the formanide is accomplished by refluxing for one hour in 1 N hydrochloric acid and evaporating to dryness to afford 5,6,7,8-tetrahydro-4H-cyclohepta[b]thiophen-4-amine hydrochloride, m.p. 233°-236° C. dec. The amine hydrochloride is then allowed to react with... Reactants: C(C)C1(CC2C(CN(C2)C(=O)N(C)C)C1)C=O (5-ethyl-5-formyl-N,N-dimethyl-hexahydro-cyclopenta[c]pyrrole-2-carboxamide), O.O.P(=O)(O)(O)[O-].[Na+] (sodium dihydrogenphosphate dihydrate), Cl(=O)[O-].[Na+] (sodium chlorite), CC(C)=CC (2-methyl-2-butene). The solvent is O1CCCC1 (tetrahydrofuran), O (water). Yields the product C(C)C1(CC2C(CN(C2)C(N(C)C)=O)C1)C(=O)O (5-ethyl-2-dimethylcarbamoyl-hexahydro-cyclopenta[c]pyrrole-5-carboxylic acid). Yield: 99.7%. RXN SMILES: [CH2:1]([C:3]1([CH:16]=[O:17])[CH2:15][CH:6]2[CH2:7][N:8]([C:10]([N:12]([CH3:14])[CH3:13])=[O:11])[CH2:9][CH:5]2[CH2:4]1)[CH3:2].O.O.P([O-])(O)(O)=[O:21].[Na+].Cl([O-])=O.[Na+].CC(=CC)C>O1CCCC1.O>[CH2:1]([C:3]1([C:16]([OH:21])=[O:17])[CH2:15][CH:6]2[CH2:7][N:8]([C:10](=[O:11])[N:12]([CH3:13])[CH3:14])[CH2:9][CH:5]2[CH2:4]1)[CH3:2] |f:1.2.3.4,5.6|. Reported procedure: 5-Ethyl-5-formyl-N,N-dimethyl-hexahydro-cyclopenta[c]pyrrole-2-carboxylic acid dimethylamide 19b (0.4 g, 1.68 mmol) was dissolved in the solvent mixture of 18 mL of tetrahydrofuran and 9 mL of water, followed by addition of sodium dihydrogenphosphate dihydrate (787 mg, 5.04 mmol), sodium chlorite (0.454 g, 5.04 mmol) and 2-methyl-2-butene (354 mg, 5.06 mmol) at 0° C. The reaction mixture was reacted at 0° C. for 2 hours under nitrogen atmosphere. The reaction was monitored by TLC until the disap...